This data is from the Open Reaction Database (ORD), a public repository of structured organic reaction records. The task is: describe an organic reaction: reactants, conditions, products, and yield Starting materials: ClCC=1N=C(SC1)C1=CC=C(C=C1)Cl (4-chloromethyl-2-(4-chloro-phenyl)-thiazole), C([O-])([O-])=O.[Cs+].[Cs+] (cesium carbonate), [I-].[K+] (potassium iodide), COC([C@H](CC1=C(C=C(C=C1)O)Cl)OCC)=O ((2S)-3-(2-chloro-4-hydroxy-phenyl)-2-ethoxy-propionic acid methyl ester). Product: COC([C@H](CC1=C(C=C(C=C1)OCC=1N=C(SC1)C1=CC=C(C=C1)Cl)Cl)OCC)=O ((2S)-3-{2-chloro-4-[2-(4-chloro-phenyl)-thiazol-4-ylmethoxy]-phenyl}-2-ethoxy-propionic acid methyl ester). Reaction SMILES: [CH3:1][O:2][C:3](=[O:17])[C@@H:4]([O:14][CH2:15][CH3:16])[CH2:5][C:6]1[CH:11]=[CH:10][C:9]([OH:12])=[CH:8][C:7]=1[Cl:13].Cl[CH2:19][C:20]1[N:21]=[C:22]([C:25]2[CH:30]=[CH:29][C:28]([Cl:31])=[CH:27][CH:26]=2)[S:23][CH:24]=1.C(=O)([O-])[O-].[Cs+].[Cs+].[I-].[K+]>>[CH3:1][O:2][C:3](=[O:17])[C@@H:4]([O:14][CH2:15][CH3:16])[CH2:5][C:6]1[CH:11]=[CH:10][C:9]([O:12][CH2:19][C:20]2[N:21]=[C:22]([C:25]3[CH:30]=[CH:29][C:28]([Cl:31])=[CH:27][CH:26]=3)[S:23][CH:24]=2)=[CH:8][C:7]=1[Cl:13] |f:2.3.4,5.6|. Procedure details: In analogy to the procedure described in example 14 b], (2S)-3-(2-chloro-4-hydroxy-phenyl)-2-ethoxy-propionic acid methyl ester was reacted with 4-chloromethyl-2-(4-chloro-phenyl)-thiazole (example 14 a]) in the presence of cesium carbonate and potassium iodide to yield (2S)-3-{2-chloro-4-[2-(4-chloro-phenyl)-thiazol-4-ylmethoxy]-phenyl}-2-ethoxy-propionic acid methyl ester as light yellow solid. The reactants are CC1=CC=C(O1)CNC1=NC=2C=CC=C(C2C=C1)N (N2-(5-Methyl-furan-2-ylmethyl)-quinoline-2,5-diamine), O (water), C(C)(C)N(C(C)C)CC (N,N-Diisopropyl ethyl amine), C1(=CC=CC=C1)S(=O)(=O)Cl (benzenesulfonyl chloride). The solvent is CN(C=O)C (N,N-dimethylformamide). Conditions: time 8 hour. Product: CC1=CC=C(O1)CNC1=NC2=CC=CC(=C2C=C1)NS(=O)(=O)C1=CC=CC=C1 (N-{2-[(5-Methyl-furan-2-ylmethyl)-amino]-quinolin-5-yl}-benzenesulfonamide), solid. The yield is 42.0%. RXN SMILES: [CH3:1][C:2]1[O:6][C:5]([CH2:7][NH:8][C:9]2[CH:18]=[CH:17][C:16]3[C:15]([NH2:19])=[CH:14][CH:13]=[CH:12][C:11]=3[N:10]=2)=[CH:4][CH:3]=1.C(N(CC)C(C)C)(C)C.[C:29]1([S:35](Cl)(=[O:37])=[O:36])[CH:34]=[CH:33][CH:32]=[CH:31][CH:30]=1.O>CN(C)C=O>[CH3:1][C:2]1[O:6][C:5]([CH2:7][NH:8][C:9]2[CH:18]=[CH:17][C:16]3[C:11](=[CH:12][CH:13]=[CH:14][C:15]=3[NH:19][S:35]([C:29]3[CH:34]=[CH:33][CH:32]=[CH:31][CH:30]=3)(=[O:37])=[O:36])[N:10]=2)=[CH:4][CH:3]=1. Procedure: N2-(5-Methyl-furan-2-ylmethyl)-quinoline-2,5-diamine (example 26, step A+B, 200 mg, 0.791 mmol) was dissolved in 2 mL N,N-dimethylformamide. N,N-Diisopropyl ethyl amine (104 mg; 0.806 mmol) and benzenesulfonyl chloride (155 mg, 0.876 mmol) were added and the reaction mixture was stirred at room temperature overnight. The reaction mixture was poured into 50 mL water and extracted three times with ethyl acetate (50 mL each). The combined organic extracts were dried with sodium sulfate, filtered an... Reactants: O (water), NC=1SC2=C(N1)C=CC(=C2)OC=2C=C(C=CC2F)NC(C2=C(C(=CC=C2)C(C)(C)C#N)Cl)=O (N-{3-[(2-amino-1,3-benzothiazol-6-yl)oxy]-4-fluorophenyl}-2-chloro-3-(1-cyano-1-methylethyl)benzamide), C(C)(=O)Cl (acetyl chloride), N1=CC=CC=C1 (pyridine). Run in C(C)(=O)OCC (ethyl acetate), O1CCCC1 (tetrahydrofuran). Run at time 10 minute. Yields the product C(C)(=O)NC=1SC2=C(N1)C=CC(=C2)OC=2C=C(C=CC2F)NC(C2=C(C(=CC=C2)C(C)(C)C#N)Cl)=O (N-(3-{[2-(acetylamino)-1,3-benzothiazol-6-yl]oxy}-4-fluorophenyl)-2-chloro-3-(1-cyano-1-methylethyl)benzamide). The yield is 27.5%. RXN SMILES: [NH2:1][C:2]1[S:3][C:4]2[CH:10]=[C:9]([O:11][C:12]3[CH:13]=[C:14]([NH:19][C:20](=[O:33])[C:21]4[CH:26]=[CH:25][CH:24]=[C:23]([C:27]([C:30]#[N:31])([CH3:29])[CH3:28])[C:22]=4[Cl:32])[CH:15]=[CH:16][C:17]=3[F:18])[CH:8]=[CH:7][C:5]=2[N:6]=1.[C:34](Cl)(=[O:36])[CH3:35].N1C=CC=CC=1.O>O1CCCC1.C(OCC)(=O)C>[C:34]([NH:1][C:2]1[S:3][C:4]2[CH:10]=[C:9]([O:11][C:12]3[CH:13]=[C:14]([NH:19][C:20](=[O:33])[C:21]4[CH:26]=[CH:25][CH:24]=[C:23]([C:27]([C:30]#[N:31])([CH3:29])[CH3:28])[C:22]=4[Cl:32])[CH:15]=[CH:16][C:17]=3[F:18])[CH:8]=[CH:7][C:5]=2[N:6]=1)(=[O:36])[CH3:35]. Procedure details: To a solution of N-{3-[(2-amino-1,3-benzothiazol-6-yl)oxy]-4-fluorophenyl}-2-chloro-3-(1-cyano-1-methylethyl)benzamide (350 mg, 0.73 mmol) in tetrahydrofuran (20 mL) were added acetyl chloride (63 mg, 0.80 mmol) and pyridine (86 mg, 1.09 mmol), and the mixture was stirred at room temperature for 10 min. To the reaction mixture were added water (100 mL) and ethyl acetate (100 mL). After stirring for 30 min, the mixture was extracted with ethyl acetate. The organic layer was dried over anhydrous m...